Task: describe an organic reaction: reactants, conditions, products, and yield. Dataset: the Open Reaction Database (ORD), a public repository of structured organic reaction records Reactants: N1N=NC=C1 (triazole), C(OCC)(OCC)OCC (triethyl orthoforrnate). The reagents and catalysts are O.C1(=CC=C(C=C1)S(=O)(=O)O)C (p-toluenesulphonic acid hydrate). The solvent is C(C)O (ethanol). The product is C(C)OC(N1N=NC=C1)OCC (N-diethoxymethyltriazole). Yield: 56.8%. Reaction SMILES: [NH:1]1[CH:5]=[CH:4][N:3]=[N:2]1.[CH:6](OCC)([O:10][CH2:11][CH3:12])[O:7][CH2:8][CH3:9]>O.C1(C)C=CC(S(O)(=O)=O)=CC=1.C(O)C>[CH2:8]([O:7][CH:6]([O:10][CH2:11][CH3:12])[N:1]1[CH:5]=[CH:4][N:3]=[N:2]1)[CH3:9] |f:2.3|. Procedure: After the addition of 2.5 g of p-toluenesulphonic acid hydrate, 34.5 g (0.5 mol) of triazole in 222 g (1.5 mol) of triethyl orthoforrnate are heated until the internal temperature reaches 150° C., while ethanol is distilled off. 2 g of sodium carbonate are added and the mixture is distilled using high vacuum. 48.6 g (56.8% of theory) of N-diethoxymethyltriazole are obtained.